This data is from the Open Reaction Database (ORD), a public repository of structured organic reaction records. The task is: describe an organic reaction: reactants, conditions, products, and yield Starting materials: CC(C)COc1ccccc1C=O, CCOC(=O)CP(=O)(OCC)OCC, CCOC(C)=O, [H-], [Na+], C1CCOC1, O. The product is CCOC(=O)C=Cc1ccccc1OCC(C)C. Reaction SMILES: [CH2:17]([CH:18]([CH3:19])[CH3:20])[O:21][c:22]1[c:23]([CH:24]=[O:25])[cH:26][cH:27][cH:28][cH:29]1.[CH2:3]([O:4][P:5]([O:6][CH2:7][CH3:8])(=[O:9])[CH2:11][C:12](=[O:13])[O:14][CH2:15][CH3:16])[CH3:10].[CH3:30][CH2:31][O:32][C:33](=[O:34])[CH3:35].[H-:1].[Na+:2].[O:36]1[CH2:37][CH2:38][CH2:39][CH2:40]1.[OH2:41]>>[CH:11]([C:12](=[O:13])[O:14][CH2:15][CH3:16])=[CH:24][c:23]1[c:22]([O:21][CH2:17][CH:18]([CH3:19])[CH3:20])[cH:29][cH:28][cH:27][cH:26]1. The reactants are ice water, CN(C)C=O (DMF), O=P(Cl)(Cl)Cl (POCl3), C(C1=CC=CC=C1)OC1=CC=C2C(=CCOC2=C1)C (7-(benzyloxy)-4-methyl 2H-chromene). The solvent is C(Cl)Cl (DCM). Reaction conditions: time 30 minute. The product is C(C1=CC=CC=C1)OC1=CC=C2C(=C(COC2=C1)C=O)C (7-(benzyloxy)-4-methyl-2H-chromene-3-carbaldehyde). RXN SMILES: CN([CH:4]=[O:5])C.O=P(Cl)(Cl)Cl.[CH2:11]([O:18][C:19]1[CH:28]=[C:27]2[C:22]([C:23]([CH3:29])=[CH:24][CH2:25][O:26]2)=[CH:21][CH:20]=1)[C:12]1[CH:17]=[CH:16][CH:15]=[CH:14][CH:13]=1>C(Cl)Cl>[CH2:11]([O:18][C:19]1[CH:28]=[C:27]2[C:22]([C:23]([CH3:29])=[C:24]([CH:4]=[O:5])[CH2:25][O:26]2)=[CH:21][CH:20]=1)[C:12]1[CH:13]=[CH:14][CH:15]=[CH:16][CH:17]=1. Reported procedure: To DMF (1 mL) was added dropwise POCl3 (0.25 mL) at 0° C., followed by stirring at room temperature for 30 minutes. To the reaction mixture was added dropwise a solution of 7-(benzyloxy)-4-methyl 2H-chromene (280 mg) in DCM (1 mL), followed by stirring at room temperature for 3 hours. The reaction liquid was poured into ice-water, followed by extraction with EtOAc three times. The organic layer was combined, washed with water and brine in this order, dried over MgSO4, and then concentrated under... RXN SMILES: [NH:1]1[C:5]2=[N:6][CH:7]=[CH:8][CH:9]=[C:4]2[CH:3]=[CH:2]1.[CH2:10]([N:12]1[C:16]([CH:17]=[O:18])=[CH:15][C:14]([NH:19][CH2:20][C:21]2[CH:26]=[CH:25][C:24]([F:27])=[CH:23][CH:22]=2)=[N:13]1)[CH3:11].[OH-].[K+].O.[CH3:31]O>>[CH2:10]([N:12]1[C:16]([CH:17]([O:18][CH3:31])[C:3]2[C:4]3[C:5](=[N:6][CH:7]=[CH:8][CH:9]=3)[NH:1][CH:2]=2)=[CH:15][C:14]([NH:19][CH2:20][C:21]2[CH:22]=[CH:23][C:24]([F:27])=[CH:25][CH:26]=2)=[N:13]1)[CH3:11] |f:2.3|. Reaction conditions: time 8 hour. Procedure details: To 1H-Pyrrolo[2,3-b]pyridine (1, 54.0 mg, 0.46 mmol) in methanol (15.0 mL) were added 2-ethyl-5-(4-fluoro-benzylamino)-2H-pyrazole-3-carbaldehyde (530, 110.0 mg, 0.44 mmol) and potassium hydroxide (0.60 g, 0.011 mol) under an atmosphere of nitrogen. The reaction was stirred at room temperature overnight, then poured into water and extracted with ethyl acetate. The organic layer was dried over anhydrous sodium sulfate and filtered. The filtrate was concentrated and purified by silica gel column c... Yields the product C(C)N1N=C(C=C1C(C1=CNC2=NC=CC=C21)OC)NCC2=CC=C(C=C2)F (1-ethyl-5-[methoxy-(1H-pyrrolo[2,3-b]pyridin-3-yl)-methyl]-1H-pyrazol-3-yl-(4-fluoro-benzyl)-amine). The reactants are N1C=CC=2C1=NC=CC2 (1H-pyrrolo[2,3-b]pyridine), C(C)N1N=C(C=C1C=O)NCC1=CC=C(C=C1)F (2-ethyl-5-(4-fluoro-benzylamino)-2H-pyrazole-3-carbaldehyde), [OH-].[K+] (potassium hydroxide), CO (methanol), O (water). Starting materials: C(C(=O)Cl)(=O)Cl (Oxalyl chloride), N1C=C(C2=CC=CC=C12)C(=O)O (indole-3-carboxylic acid), solution, COC1=C(N)C=CC(=C1)B1OC(C(O1)(C)C)(C)C (2-methoxy-4-(4,4,5,5-tetramethyl-1,3,2-dioxaborolan-2-yl)aniline), N1=CC=CC=C1 (pyridine), acid chloride. Reagents/catalysts: CN(C=O)C (N,N-dimethylforamide). The solvent is O (Water), ClCCl (dichloromethane), O1CCCC1 (tetrahydrofuran), ClCCl (dichloromethane), ClCCl (dichloromethane), C(C)(=O)OCC (ethyl acetate). Reaction conditions: temperature 0 celsius, time 20 minute. Yields the product COC1=C(C=CC(=C1)B1OC(C(O1)(C)C)(C)C)NC(=O)C1=CNC2=CC=CC=C12 (N3-[2-methoxy-4-(4,4,5,5-tetramethyl-1,3,2-dioxaborolan-2-yl)phenyl]-1H-3-indolecarboxamide). The yield is 77.8%. Reaction SMILES: C(Cl)(=O)C(Cl)=O.[NH:7]1[C:15]2[C:10](=[CH:11][CH:12]=[CH:13][CH:14]=2)[C:9]([C:16]([OH:18])=O)=[CH:8]1.[CH3:19][O:20][C:21]1[CH:27]=[C:26]([B:28]2[O:32][C:31]([CH3:34])([CH3:33])[C:30]([CH3:36])([CH3:35])[O:29]2)[CH:25]=[CH:24][C:22]=1[NH2:23].N1C=CC=CC=1>ClCCl.O1CCCC1.CN(C)C=O.C(OCC)(=O)C.O>[CH3:19][O:20][C:21]1[CH:27]=[C:26]([B:28]2[O:29][C:30]([CH3:35])([CH3:36])[C:31]([CH3:34])([CH3:33])[O:32]2)[CH:25]=[CH:24][C:22]=1[NH:23][C:16]([C:9]1[C:10]2[C:15](=[CH:14][CH:13]=[CH:12][CH:11]=2)[NH:7][CH:8]=1)=[O:18]. Procedure: Oxalyl chloride (0.07 mL, 0.79 mmol) was added into a solution of indole-3-carboxylic acid (0.12 g, 0.72 mmol) in dichloromethane (4 mL) and tetrahydrofuran (3 mL) at 0° C. N,N-dimethylforamide (3 drops from 0.1 mL syringe) was added and the mixture was stirred at 0° C. for 10 minutes and at ambient temperature for 20 minutes. The solvents and excess of reagents were evaporated under reduced pressure. The residue was taken into dichloromethane (2 mL) and the resulting solution (1.5 mL) was added... The reactants are C(C)(=O)NN1C(N(C(C1)(NC)C)C)=O (1-acetylamino-3,4-dimethyl-4-methylamino-2-oxo-imidazolidine), CN (methylamine). Run in CO (methanol). Product: C(C)(=O)NN1C(N(C(=C1)C)C)=O (1-Acetylamino-2,3-dihydro-3,4-dimethyl-2-oxo-1H-imidazole). RXN SMILES: [C:1]([NH:4][N:5]1[CH2:9][C:8]([CH3:12])(NC)[N:7]([CH3:13])[C:6]1=[O:14])(=[O:3])[CH3:2].CN>CO>[C:1]([NH:4][N:5]1[CH:9]=[C:8]([CH3:12])[N:7]([CH3:13])[C:6]1=[O:14])(=[O:3])[CH3:2]. Reported procedure: 68.5 ml of aqueous methylamine solution (40%) are added dropwise to a solution of 78 g of 3-acetylmethyl-2,3-dihydro-5-methyl-2-oxo-1,3,4-oxadiazole in 500 ml of acetonitrile. After the slightly endothermal reaction has subsided, the orange mixture is stirred-for 30 minutes at 48° and then evaporated. The residue is treated with 100 ml of tetrahydrofuran and 200 ml of ethyl acetate, during which process crystals precipitate. The crystals are filtered off, washed with ethyl acetate and dried unde... The reactants are CN(C)C=O, O=Cc1ccccc1, C=CC(C)=O, OCCN(CCO)CCO. The product is CC(=O)CCC(=O)c1ccccc1. As a reaction SMILES: [CH3:24][N:25]([CH3:26])[CH:27]=[O:28].[CH:1](=[O:2])[c:3]1[cH:4][cH:5][cH:6][cH:7][cH:8]1.[CH:9](=[CH2:10])[C:11](=[O:12])[CH3:13].[OH:14][CH2:15][CH2:16][N:17]([CH2:18][CH2:19][OH:20])[CH2:21][CH2:22][OH:23]>>[C:1](=[O:2])([c:3]1[cH:4][cH:5][cH:6][cH:7][cH:8]1)[CH2:10][CH2:9][C:11](=[O:12])[CH3:13].